From a dataset of the Open Reaction Database (ORD), a public repository of structured organic reaction records. describe an organic reaction: reactants, conditions, products, and yield Starting materials: [N+](=O)([O-])C=1C=C(C=CC1)B(O)O (3-nitrobenzeneboronic acid), BrC1=CC(=C(N)C=C1)CC (4-bromo-2-ethylaniline). The reagents and catalysts are C=1C=CC(=CC1)[P](C=2C=CC=CC2)(C=3C=CC=CC3)[Pd]([P](C=4C=CC=CC4)(C=5C=CC=CC5)C=6C=CC=CC6)([P](C=7C=CC=CC7)(C=8C=CC=CC8)C=9C=CC=CC9)[P](C=1C=CC=CC1)(C=1C=CC=CC1)C=1C=CC=CC1 ((PPh3)4Pd). Product: NC1=C(C=C(C=C1)C1=CC(=CC=C1)[N+](=O)[O-])CC (4-amino-3-ethyl-3′-nitrobiphenyl). The yield is 26.6%. RXN SMILES: [N+:1]([C:4]1[CH:5]=[C:6](B(O)O)[CH:7]=[CH:8][CH:9]=1)([O-:3])=[O:2].Br[C:14]1[CH:20]=[CH:19][C:17]([NH2:18])=[C:16]([CH2:21][CH3:22])[CH:15]=1>C1C=CC([P]([Pd]([P](C2C=CC=CC=2)(C2C=CC=CC=2)C2C=CC=CC=2)([P](C2C=CC=CC=2)(C2C=CC=CC=2)C2C=CC=CC=2)[P](C2C=CC=CC=2)(C2C=CC=CC=2)C2C=CC=CC=2)(C2C=CC=CC=2)C2C=CC=CC=2)=CC=1>[NH2:18][C:17]1[CH:19]=[CH:20][C:14]([C:6]2[CH:7]=[CH:8][CH:9]=[C:4]([N+:1]([O-:3])=[O:2])[CH:5]=2)=[CH:15][C:16]=1[CH2:21][CH3:22] |^1:26,28,47,66|. Reported procedure: This compound was prepared by General Method 14 (EXAMPLE 191) from 3-nitrobenzeneboronic acid (0.47 g, 2.8 mmol), 4-bromo-2-ethylaniline (432 mg, 2.16 mmol), and (PPh3)4Pd (75 mg, 0.065 mmol) to afford 139 mg (20%) of 4-amino-3-ethyl-3′-nitrobiphenyl. Data for 4-amino-3-ethyl-3′-nitrobiphenyl: 1H NMR (400 MHz, acetone-d6) 8.38 (t, J=2.1, 1H), 8.08 (m, 1H), 8.00 (m, 1H), 7.66 (t, J=8.0, 1H), 7.45 (d, J=2.3, 1H), 7.39 (dd, J=8.3, 2.3, 1H), 6.83 (d, J=8.3, 1H), 4.68 (br s, 2H). Reactants: O1CCCC1 (tetrahydrofuran), CC1CCCCN1 (α-pipecoline), Cl(=O)(=O)(=O)[O-].CSC1=[S+]C=CS1 (2-methylthio-1,3-dithiolium perchlorate). The solvent is C(C)OCC (ethyl ether). Yields the product Cl(=O)(=O)(=O)[O-].S1C(SC=C1)=[N+]1C(CCCC1)C (1-(1,3-dithiol-2-ylidene)-2-methylpiperidinium perchlorate). Yield: 62.2%. RXN SMILES: O1CCCC1.[CH3:6][CH:7]1[NH:12][CH2:11][CH2:10][CH2:9][CH2:8]1.[Cl:13]([O-:17])(=[O:16])(=[O:15])=[O:14].CS[C:20]1[S:24][CH:23]=[CH:22][S+:21]=1>C(OCC)C>[Cl:13]([O-:17])(=[O:16])(=[O:15])=[O:14].[S:21]1[CH:22]=[CH:23][S:24][C:20]1=[N+:12]1[CH2:11][CH2:10][CH2:9][CH2:8][CH:7]1[CH3:6] |f:2.3,5.6|. Procedure: To 50 ml of tetrahydrofuran, 1.1 g of α-pipecoline was dissolved, and 2.0 g of 2-methylthio-1,3-dithiolium perchlorate was gradually added thereto under stirring at room temperature. The mixture was stirred at room temperature for 1 hour, and then 50 ml of ethyl ether was added thereto, whereby 1.5 g (yield: 80%) of 1-(1,3-dithiol-2-ylidene)-2-methylpiperidinium perchlorate (Compound No. 51) was obtained as yellow oily precipitates. Starting materials: C1(CC1)C=1C=CC(=NC1OCC(F)(F)F)C(=O)O (5-cyclopropyl-6-(2,2,2-trifluoro-ethoxy)-pyridine-2-carboxylic acid), Cl.N[C@H](C(=O)N)C1=CC=CC=C1 ((S)-2-amino-2-phenyl-acetamide hydrochloride). Yields the product C(N)(=O)[C@H](C1=CC=CC=C1)NC(=O)C1=NC(=C(C=C1)C1CC1)OCC(F)(F)F (5-Cyclopropyl-6-(2,2,2-trifluoro-ethoxy)-pyridine-2-carboxylic acid ((5)-carbamoyl-phenyl-methyl)-amide). Reaction SMILES: [CH:1]1([C:4]2[CH:5]=[CH:6][C:7]([C:16]([OH:18])=O)=[N:8][C:9]=2[O:10][CH2:11][C:12]([F:15])([F:14])[F:13])[CH2:3][CH2:2]1.Cl.[NH2:20][C@@H:21]([C:25]1[CH:30]=[CH:29][CH:28]=[CH:27][CH:26]=1)[C:22]([NH2:24])=[O:23]>>[C:22]([C@@H:21]([NH:20][C:16]([C:7]1[CH:6]=[CH:5][C:4]([CH:1]2[CH2:2][CH2:3]2)=[C:9]([O:10][CH2:11][C:12]([F:13])([F:14])[F:15])[N:8]=1)=[O:18])[C:25]1[CH:26]=[CH:27][CH:28]=[CH:29][CH:30]=1)(=[O:23])[NH2:24] |f:1.2|. Procedure details: The title compound was synthesized in analogy to Example 280c, using 5-cyclopropyl-6-(2,2,2-trifluoro-ethoxy)-pyridine-2-carboxylic acid (Example 301a) and (S)-2-amino-2-phenyl-acetamide hydrochloride (CAN 60079-51-8) as starting materials, MS (EI): m/e=394.1 [M+H]+. Starting materials: NC=1C=CC=C2C=C(NC12)C(=O)OCC (ethyl 7-amino-1H-indole-2-carboxylate), CS(=O)(=O)Cl (methylsulfonyl chloride). The solvent is N1=CC=CC=C1 (pyridine). Reaction conditions: time 2 day. Yields the product CS(=O)(=O)NC=1C=CC=C2C=C(NC12)C(=O)OCC (Ethyl 7-[(methylsulfonyl)amino]-1H-indole-2-carboxylate). Isolated yield 62.0%. RXN SMILES: [NH2:1][C:2]1[CH:3]=[CH:4][CH:5]=[C:6]2[C:10]=1[NH:9][C:8]([C:11]([O:13][CH2:14][CH3:15])=[O:12])=[CH:7]2.[CH3:16][S:17](Cl)(=[O:19])=[O:18]>N1C=CC=CC=1>[CH3:16][S:17]([NH:1][C:2]1[CH:3]=[CH:4][CH:5]=[C:6]2[C:10]=1[NH:9][C:8]([C:11]([O:13][CH2:14][CH3:15])=[O:12])=[CH:7]2)(=[O:19])=[O:18]. Procedure: To a mixture of ethyl 7-amino-1H-indole-2-carboxylate (0.28 g) and pyridine (8 mL) was added methylsulfonyl chloride (0.13 mL) at 4° C., and the mixture was stirred at room temperature for 2 days. The reaction mixture was concentrated, diluted with ethyl acetate, washed with aqueous citric acid solution, water and saturated brine, dried over anhydrous magnesium sulfate, and concentrated under reduced pressure. The obtained crystals were washed with ethyl acetate-hexane to give the title compound... Starting materials: BrC=1C=CC=2C=3C=C4C(=CC3C(C2C1)(C)C)C1=CC=C(C=C1C4(C)C)Br (2,8-dibromo-6,6,12,12-tetramethyl-6,12-dihydroindeno[1,2-b]fluorene), C1(=C(C=CC=C1)B(O)O)C1=CC=CC=C1 (biphenyl-2-ylboronic acid), C(=O)([O-])[O-].[Na+].[Na+] (Na2CO3), CCO (EtOH). The reagents and catalysts are [Pd].C1(=CC=CC=C1)P(C1=CC=CC=C1)C1=CC=CC=C1.C1(=CC=CC=C1)P(C1=CC=CC=C1)C1=CC=CC=C1.C1(=CC=CC=C1)P(C1=CC=CC=C1)C1=CC=CC=C1.C1(=CC=CC=C1)P(C1=CC=CC=C1)C1=CC=CC=C1 (tetrakis(triphenylphosphine) palladium). The solvent is C1(=CC=CC=C1)C (toluene). Conditions: temperature 100 celsius. The product is C1(=C(C=CC=C1)C=1C=CC=2C=3C=C4C(=CC3C(C2C1)(C)C)C1=CC=C(C=C1C4(C)C)Br)C4=CC=CC=C4 (2-(biphenyl-2-yl)-8-bromo-6,6,12,12-Tetramethyl-6,12-dihydroindeno[1,2-b]fluorene). Isolated yield 56.8%. As a reaction SMILES: [Br:1][C:2]1[CH:3]=[CH:4][C:5]2[C:6]3[CH:7]=[C:8]4[C:23]([CH3:25])([CH3:24])[C:22]5[C:17](=[CH:18][CH:19]=[C:20](Br)[CH:21]=5)[C:9]4=[CH:10][C:11]=3[C:12]([CH3:16])([CH3:15])[C:13]=2[CH:14]=1.[C:27]1([C:36]2[CH:41]=[CH:40][CH:39]=[CH:38][CH:37]=2)[CH:32]=[CH:31][CH:30]=[CH:29][C:28]=1B(O)O.C([O-])([O-])=O.[Na+].[Na+].CCO>[Pd].C1(P(C2C=CC=CC=2)C2C=CC=CC=2)C=CC=CC=1.C1(P(C2C=CC=CC=2)C2C=CC=CC=2)C=CC=CC=1.C1(P(C2C=CC=CC=2)C2C=CC=CC=2)C=CC=CC=1.C1(P(C2C=CC=CC=2)C2C=CC=CC=2)C=CC=CC=1.C1(C)C=CC=CC=1>[C:27]1([C:36]2[CH:37]=[CH:38][CH:39]=[CH:40][CH:41]=2)[CH:32]=[CH:31][CH:30]=[CH:29][C:28]=1[C:20]1[CH:19]=[CH:18][C:17]2[C:9]3[CH:10]=[C:11]4[C:12]([CH3:16])([CH3:15])[C:13]5[C:5](=[CH:4][CH:3]=[C:2]([Br:1])[CH:14]=5)[C:6]4=[CH:7][C:8]=3[C:23]([CH3:24])([CH3:25])[C:22]=2[CH:21]=1 |f:2.3.4,6.7.8.9.10|. Procedure details: A mixture of 14.7 g (31.5 mmol) of 2,8-dibromo-6,6,12,12-tetramethyl-6,12-dihydroindeno[1,2-b]fluorene, 6.5 g (33 mmol) of biphenyl-2-ylboronic acid, 0.36 g (0.3 mmol) of tetrakis(triphenylphosphine) palladium, 32 ml of 2M Na2CO3, 60 ml of EtOH and 150 ml toluene was degassed and placed under nitrogen, and then heated at 100° C. for 24 h. After finishing the reaction, the mixture was allowed to cool to room temperature. The organic layer was extracted with ethyl acetate and water, dried with anh...